From a dataset of the Open Reaction Database (ORD), a public repository of structured organic reaction records. describe an organic reaction: reactants, conditions, products, and yield RXN SMILES: [C:34]([BH3-:35])#[N:36].[CH3:38][OH:39].[K+:33].[NH2:1][CH:2]([CH3:3])[C:4](=[O:5])[N:6]([CH2:7][C:8](=[O:9])[OH:10])[CH:11]1[CH2:12][c:13]2[cH:14][cH:15][cH:16][cH:17][c:18]2[CH2:19]1.[Na+:37].[OH-:32].[c:20]1([CH2:26][C:27]([C:28](=[O:29])[OH:30])=[O:31])[cH:21][cH:22][cH:23][cH:24][cH:25]1>>[NH:1]([CH:2]([CH3:3])[C:4](=[O:5])[N:6]([CH2:7][C:8](=[O:9])[OH:10])[CH:11]1[CH2:12][c:13]2[cH:14][cH:15][cH:16][cH:17][c:18]2[CH2:19]1)[CH:27]([CH2:26][c:20]1[cH:21][cH:22][cH:23][cH:24][cH:25]1)[C:28](=[O:29])[OH:30]. The reactants are [BH3-]C#N, CO, [K+], CC(N)C(=O)N(CC(=O)O)C1Cc2ccccc2C1, [Na+], [OH-], O=C(O)C(=O)Cc1ccccc1. The product is CC(NC(Cc1ccccc1)C(=O)O)C(=O)N(CC(=O)O)C1Cc2ccccc2C1. Starting materials: O1CCN(CC1)CC1=CC=C(C=C1)O (4-(morpholinomethyl)phenol), BrCCCCCCN1C(C=2C(C1=O)=CC=CC2)=O (N-(6-bromohexyl)phthalimide), C(=O)([O-])[O-].[K+].[K+] (K2CO3). Solvent: CN(C)C=O (DMF). Reaction conditions: temperature 90 celsius, time 8 hour. Product: O1CCN(CC1)CC1=CC=C(OCCCCCCN2C(C=3C(C2=O)=CC=CC3)=O)C=C1 (N-(6-[4-(Morpholinomethyl)phenoxy]hexyl)phthalimide). As a reaction SMILES: [O:1]1[CH2:6][CH2:5][N:4]([CH2:7][C:8]2[CH:13]=[CH:12][C:11]([OH:14])=[CH:10][CH:9]=2)[CH2:3][CH2:2]1.Br[CH2:16][CH2:17][CH2:18][CH2:19][CH2:20][CH2:21][N:22]1[C:26](=[O:27])[C:25]2=[CH:28][CH:29]=[CH:30][CH:31]=[C:24]2[C:23]1=[O:32].C([O-])([O-])=O.[K+].[K+]>CN(C=O)C>[O:1]1[CH2:2][CH2:3][N:4]([CH2:7][C:8]2[CH:13]=[CH:12][C:11]([O:14][CH2:16][CH2:17][CH2:18][CH2:19][CH2:20][CH2:21][N:22]3[C:26](=[O:27])[C:25]4=[CH:28][CH:29]=[CH:30][CH:31]=[C:24]4[C:23]3=[O:32])=[CH:10][CH:9]=2)[CH2:5][CH2:6]1 |f:2.3.4|. Procedure: To a solution of 4-(morpholinomethyl)phenol (776 mg, 4.0 mmol) and N-(6-bromohexyl)phthalimide (1.24 g, 4.0 mmol) in DMF (10 mL) was added K2CO3 over 2 min. The reaction was heated to 90° C. for 3 h, then stirred at r.t. overnight. The mixture was concentrated and water (10 mL) added. This was extracted with ether (3×30 mL) and the combined organics washed with pH 7 phosphate buffer (20 mL), dried with Na2SO4, and concentrated to give the title compound as a clear oil. Starting materials: O=C1CC(NC2=C(N1CC(=O)N(C1=CC=CC=C1)C(C)C)C=CC=C2)=O (2-(2,4-Dioxo-2,3,4,5-tetrahydro benzo[b][1,4]diazepin-1-yl)-N-isopropyl-N-phenyl acetamide), Intermediate 47, BrC=1C=NC=CC1 (3-bromopyridine), C(C)(=O)[O-].[K+] (potassium acetate). Reagents/catalysts: [Cu] (copper). Run in CCOC(=O)C (EtOAc), CN(C)C=O (DMF). Run at temperature 125 celsius. The product is O=C1CC(N(C2=C(N1CC(=O)N(C1=CC=CC=C1)C(C)C)C=CC=C2)C=2C=NC=CC2)=O (2-(2,4-dioxo-5-pyridin-3-yl-2,3,4,5-tetrahydro benzo[b][1.4]diazepin-1-yl)-N-isopropyl-N-phenylacetamide). Yield: 64.9%. As a reaction SMILES: [O:1]=[C:2]1[N:8]([CH2:9][C:10]([N:12]([CH:19]([CH3:21])[CH3:20])[C:13]2[CH:18]=[CH:17][CH:16]=[CH:15][CH:14]=2)=[O:11])[C:7]2[CH:22]=[CH:23][CH:24]=[CH:25][C:6]=2[NH:5][C:4](=[O:26])[CH2:3]1.Br[C:28]1[CH:29]=[N:30][CH:31]=[CH:32][CH:33]=1.C([O-])(=O)C.[K+]>CN(C=O)C.CCOC(C)=O.[Cu]>[O:1]=[C:2]1[N:8]([CH2:9][C:10]([N:12]([CH:19]([CH3:21])[CH3:20])[C:13]2[CH:18]=[CH:17][CH:16]=[CH:15][CH:14]=2)=[O:11])[C:7]2[CH:22]=[CH:23][CH:24]=[CH:25][C:6]=2[N:5]([C:28]2[CH:29]=[N:30][CH:31]=[CH:32][CH:33]=2)[C:4](=[O:26])[CH2:3]1 |f:2.3|. Procedure details: To a stirring solution of 3.3 g (9.39 mmol) of 2-(2,4-Dioxo-2,3,4,5-tetrahydro benzo[b][1,4]diazepin-1-yl)-N-isopropyl-N-phenyl acetamide, prepared as in Intermediate 47, in 25 mL of DMF is added 2.97 g (18.78 mmol, 2 equiv.) of 3-bromopyridine, 1.84 g (18.78 mmol, 2 equiv.) of potassium acetate, and 1.19 g (18.78 mmol, 2 equiv.) of copper powder. The suspension is heated to 125° C. for 8 h and then cooled to RT. It is diluted with 500 mL EtOAc and filtered through a bed of celite. The filtrate ... Reactants: BrC(C)C (2-bromopropane), ClC1=CC(=C(C=C1O)N=C1OC(C2N1CCCC2)C)F (3-(4-Chloro-2-fluoro-5-hydroxyphenylimino)-1-methylhexahydro-3H-oxazolo[3,4-a]pyridine), C([O-])([O-])=O.[K+].[K+] (potassium carbonate), BrC(C)C (2-bromopropane). Run in CC(=O)C (acetone). The product is ClC1=CC(=C(C=C1OC(C)C)N=C1OC(C2N1CCCC2)C)F (3-(4-Chloro-2-fluoro-5-isopropoxyphenylimino)-1-methylhexahydro-3H-oxazolo[3,4-a]pyridine). As a reaction SMILES: [Cl:1][C:2]1[C:7]([OH:8])=[CH:6][C:5]([N:9]=[C:10]2[N:14]3[CH2:15][CH2:16][CH2:17][CH2:18][CH:13]3[CH:12]([CH3:19])[O:11]2)=[C:4]([F:20])[CH:3]=1.C(=O)([O-])[O-].[K+].[K+].Br[CH:28]([CH3:30])[CH3:29]>CC(C)=O>[Cl:1][C:2]1[C:7]([O:8][CH:28]([CH3:30])[CH3:29])=[CH:6][C:5]([N:9]=[C:10]2[N:14]3[CH2:15][CH2:16][CH2:17][CH2:18][CH:13]3[CH:12]([CH3:19])[O:11]2)=[C:4]([F:20])[CH:3]=1 |f:1.2.3|. Procedure details: 3.5 g 3-(4-Chloro-2-fluoro-5-hydroxyphenylimino)-1-methylhexahydro-3H-oxazolo[3,4-a]pyridine and 6.6 g potassium carbonate in 40 ml acetone was treated at room temperature with 3.1 g 2-bromopropane and heated under reflux for 6 hours. It was then treated again with 3.1 g 2-bromopropane and heated under reflux for 6 hours. After cooling the mixture was filtered, the filtrate concentrated and the residue purified by column chromatography (silica gel, eluent; hexane/ethyl acetate). Starting materials: C(C(C)(C)C)(=O)OC1=NOC(=C1)C1=CC=C(C=C1)OCCC1=CC(=CC=C1)N (5-(4-(2-(3-aminophenyl)ethoxy)phenyl)-3-isoxazolyl pivalate), C(#N)[BH3-].[Na+] (sodium cyanoborohydride), C(C)(=O)O (acetic acid). Run in CO (methanol), CC(=O)C (acetone), [Na+].C(O)([O-])=O (hydrogen carbonate sodium). Run at time 2 hour. Product: C(C(C)(C)C)(=O)OC1=NOC(=C1)C1=CC=C(C=C1)OCCC1=CC(=CC=C1)NC(C)C (5-(4-(2-(3-(isopropylamino)phenyl)ethoxy)phenyl)-3-isoxazolyl pivalate). Reaction SMILES: [C:1]([O:7][C:8]1[CH:12]=[C:11]([C:13]2[CH:18]=[CH:17][C:16]([O:19][CH2:20][CH2:21][C:22]3[CH:27]=[CH:26][CH:25]=[C:24]([NH2:28])[CH:23]=3)=[CH:15][CH:14]=2)[O:10][N:9]=1)(=[O:6])[C:2]([CH3:5])([CH3:4])[CH3:3].[C:29]([BH3-])#N.[Na+].[C:33](O)(=O)[CH3:34]>CO.CC(C)=O.[Na+].C(=O)([O-])O>[C:1]([O:7][C:8]1[CH:12]=[C:11]([C:13]2[CH:14]=[CH:15][C:16]([O:19][CH2:20][CH2:21][C:22]3[CH:27]=[CH:26][CH:25]=[C:24]([NH:28][CH:33]([CH3:34])[CH3:29])[CH:23]=3)=[CH:17][CH:18]=2)[O:10][N:9]=1)(=[O:6])[C:2]([CH3:5])([CH3:4])[CH3:3] |f:1.2,6.7|. Procedure: To a solution of 5-(4-(2-(3-aminophenyl)ethoxy)phenyl)-3-isoxazolyl pivalate (27.6 mg) in methanol (1 ml), 0.020 ml of acetone, 19.2 mg of sodium cyanoborohydride and 0.05 ml of acetic acid were added, and the reaction solution was stirred at room temperature for 2 hours. The reaction solution was diluted with saturated aqueous hydrogen carbonate sodium, extracted with chloroform, and dried over anhydrous magnesium sulfate. The solvent was distilled off under reduced pressure, and the residue ob... The reactants are CC(C)COC(=O)Cl, ClCCl, c1cc(-c2noc(C3CCNCC3)n2)ccn1, c1ccncc1. Yields the product CC(C)COC(=O)N1CCC(c2nc(-c3ccncc3)no2)CC1. As a reaction SMILES: [CH2:24]([CH:25]([CH3:26])[CH3:27])[O:28][C:29](=[O:30])[Cl:31].[Cl:32][CH2:33][Cl:34].[NH:7]1[CH2:8][CH2:9][CH:10]([c:13]2[n:14][c:15](-[c:18]3[cH:19][cH:20][n:21][cH:22][cH:23]3)[n:16][o:17]2)[CH2:11][CH2:12]1.[cH:1]1[cH:2][cH:3][n:4][cH:5][cH:6]1>>[N:7]1([C:29]([O:28][CH2:24][CH:25]([CH3:26])[CH3:27])=[O:30])[CH2:8][CH2:9][CH:10]([c:13]2[n:14][c:15](-[c:18]3[cH:19][cH:20][n:21][cH:22][cH:23]3)[n:16][o:17]2)[CH2:11][CH2:12]1.